From a dataset of the Open Reaction Database (ORD), a public repository of structured organic reaction records. describe an organic reaction: reactants, conditions, products, and yield Reactants: CN(C)C=O, C[Si](C)(C)Cl, O, C#CCC(O)(CCCC)CO[Si](CC)(CC)CC, c1c[nH]cn1. Product: C#CCC(CCCC)(CO[Si](CC)(CC)CC)O[Si](C)(C)C. Reaction SMILES: [CH3:24][N:25]([CH3:26])[CH:27]=[O:28].[Cl:29][Si:30]([CH3:31])([CH3:32])[CH3:33].[OH2:34].[OH:1][C:2]([CH2:3][C:4]#[CH:5])([CH2:6][CH2:7][CH2:8][CH3:9])[CH2:10][O:11][Si:12]([CH2:13][CH3:14])([CH2:15][CH3:16])[CH2:17][CH3:18].[nH:19]1[cH:20][cH:21][n:22][cH:23]1>>[O:1]([C:2]([CH2:3][C:4]#[CH:5])([CH2:6][CH2:7][CH2:8][CH3:9])[CH2:10][O:11][Si:12]([CH2:13][CH3:14])([CH2:15][CH3:16])[CH2:17][CH3:18])[Si:30]([CH3:31])([CH3:32])[CH3:33]. Reactants: ClC1=C(C=C(S1)S(=O)(=O)N)C(=O)O (5-chloro-4-carboxythiophene-2-sulfonamide), C1(=CC=CC=C1)C (toluene). Reagents/catalysts: OS(=O)(=O)O (H2SO4). Solvent: C(C)O (ethanol). The product is ClC1=C(C=C(S1)S(=O)(=O)N)C(=O)OCC (5-chloro-4-carboethoxythiophene-2-sulfonamide). RXN SMILES: [Cl:1][C:2]1[S:6][C:5]([S:7]([NH2:10])(=[O:9])=[O:8])=[CH:4][C:3]=1[C:11]([OH:13])=[O:12].[C:14]1(C)C=CC=C[CH:15]=1>OS(O)(=O)=O.C(O)C>[Cl:1][C:2]1[S:6][C:5]([S:7]([NH2:10])(=[O:9])=[O:8])=[CH:4][C:3]=1[C:11]([O:13][CH2:14][CH3:15])=[O:12]. Reported procedure: To a round bottom flask were added 5-chloro-4-carboxythiophene-2-sulfonamide (5.0 g, 20.7 mmole) along with toluene (25 mL), ethanol (20 ml), and conc. H2SO4 (25 drops). The reaction mixture was refluxed for 96 hours. The reaction mixture was cooled and the solvent was removed under vacuum. The residue was then poured onto ice and the pH adjusted to ~8.0 using 10% sodium carbonate. The basic aqueous layer was extracted with ethyl acetate and the organic layer was washed with water, brine, and dr...